This data is from the Open Reaction Database (ORD), a public repository of structured organic reaction records. The task is: describe an organic reaction: reactants, conditions, products, and yield The reactants are O[C@@H]1CC2=CC[C@H]3[C@@H]4[C@@H]5[C@H]([C@H](C(COC(C)=O)=O)[C@]4(CC[C@@H]3[C@]2(CC1)C)C)C5 (3β-hydroxy-21-acetoxy-15α,16α-methylene-5-pregnen-20-one), liquid, F (hydrogen fluoride), C([O-])(O)=O.[K+] (potassium bicarbonate), BrN1C(CCC1=O)=O (N-bromosuccinimide). Run in CN(C=O)C (dimethylformamide), C(Cl)Cl (methylene chloride). Conditions: temperature -15 celsius, time 5 minute. The product is F[C@@H]1C[C@H]2[C@@H]3[C@@H]4[C@H]([C@H](C(COC(C)=O)=O)[C@]3(CC[C@@H]2[C@]2(CC[C@@H](C[C@]12Br)O)C)C)C4 (6β-fluoro-5-bromo-3β-hydroxy-21-acetoxy-15α,16α-methylene-5α-pregnan-20-one). RXN SMILES: [FH:1].[Br:2]N1C(=O)CCC1=O.[OH:10][C@H:11]1[CH2:34][CH2:33][C@@:32]2([CH3:35])[C:13](=[CH:14][CH2:15][C@@H:16]3[C@@H:31]2[CH2:30][CH2:29][C@@:28]2([CH3:36])[C@H:17]3[C@H:18]3[CH2:37][C@H:19]3[C@@H:20]2[C:21](=[O:27])[CH2:22][O:23][C:24](=[O:26])[CH3:25])[CH2:12]1.C(=O)(O)[O-].[K+]>C(Cl)Cl.CN(C)C=O>[F:1][C@H:14]1[C@:13]2([Br:2])[C@:32]([CH3:35])([CH2:33][CH2:34][C@H:11]([OH:10])[CH2:12]2)[C@@H:31]2[C@H:16]([C@H:17]3[C@:28]([CH3:36])([CH2:29][CH2:30]2)[C@@H:20]([C:21](=[O:27])[CH2:22][O:23][C:24](=[O:26])[CH3:25])[C@@H:19]2[CH2:37][C@H:18]32)[CH2:15]1 |f:3.4|. Procedure: 2.5 ml of liquid hydrogen fluoride is added to 2.5 ml. of dimethylformamide cooled to -40° C. The reaction mixture is combined with 250 mg. of N-bromosuccinimide, and then 500 mg. of 3β-hydroxy-21-acetoxy-15α,16α-methylene-5-pregnen-20-one, dissolved in 5 ml. of methylene chloride, is introduced into this reaction mixture. The latter is agitated for 5 minutes at -15° C., poured into saturated potassium bicarbonate solution, and extracted with methylene chloride. After drying and evaporation, 700... The reactants are C(C)(C)(C)OC(=O)N1CC2CC(=CC2C1)C(=O)O (3-(tert-butoxycarbonyl)-3-azabicyclo[3.3.0]-oct-6-ene-7-carboxylic acid), C(C(=O)Cl)(=O)Cl (oxalyl chloride), CCN(C(C)C)C(C)C (DIPEA), Cl.CNOC (N,O-dimethylhydroxylamine hydrochloride). Solvent: ClCCl (dichloromethane), CN(C)C=O (DMF). Conditions: time 1 hour. The product is CON(C(=O)C1=CC2CN(CC2C1)C(=O)OC(C)(C)C)C (N-methoxy-N-methyl-3-(tert-butoxycarbonyl)-3-azabicyclo[3.3.0]oct-6-ene-7-carboxamide). The yield is 82.2%. RXN SMILES: [C:1]([O:5][C:6]([N:8]1[CH2:15][CH:14]2[CH:10]([CH2:11][C:12]([C:16]([OH:18])=O)=[CH:13]2)[CH2:9]1)=[O:7])([CH3:4])([CH3:3])[CH3:2].C(Cl)(=O)C(Cl)=O.CCN(C(C)C)C(C)C.Cl.[CH3:35][NH:36][O:37][CH3:38]>ClCCl.CN(C=O)C>[CH3:38][O:37][N:36]([CH3:35])[C:16]([C:12]1[CH2:11][CH:10]2[CH:14]([CH2:15][N:8]([C:6]([O:5][C:1]([CH3:2])([CH3:3])[CH3:4])=[O:7])[CH2:9]2)[CH:13]=1)=[O:18] |f:3.4|. Procedure details: To a solution of 3-(tert-butoxycarbonyl)-3-azabicyclo[3.3.0]-oct-6-ene-7-carboxylic acid (0.080 g, 0.32 mmol) in dichloromethane (3.0 mL) was added oxalyl chloride (0.20 g, 1.6 mmol), followed by a drop of DMF. After stirring for 1 h, the the reaction mixture was concentrated in vacuo, and the residual acid chloride was dissolved in acetonitrile (3.0 mL). DIPEA (0.17 mL, 0.96 mmol) and N,O-dimethylhydroxylamine hydrochloride (0.042 g, 0.43 mmol) were added, and the reaction was stirred at ambien... Starting materials: OCCCCCCCC1C2(OCCO2)CCC1C=CC(C(CCCC)C)O (6-(7-hydroxyheptyl)-7-(3-hydroxy-4-methyloct-1-enyl)-1,4-dioxaspiro[4,4]nonane). Run in Cl (hydrochloric acid). Run at temperature 60 celsius, time 2 hour. The product is OC(C=CC1C(C(CC1)=O)CCCCCCCO)C(CCCC)C (7-[2-(3-hydroxy-4-methyloct-1-enyl)-5-oxocyclopentyl]heptanol). The yield is 33.9%. Reaction SMILES: [OH:1][CH2:2][CH2:3][CH2:4][CH2:5][CH2:6][CH2:7][CH2:8][CH:9]1[CH:17]([CH:18]=[CH:19][CH:20]([OH:27])[CH:21]([CH3:26])[CH2:22][CH2:23][CH2:24][CH3:25])[CH2:16][CH2:15][C:10]21OCC[O:11]2>Cl>[OH:27][CH:20]([CH:21]([CH3:26])[CH2:22][CH2:23][CH2:24][CH3:25])[CH:19]=[CH:18][CH:17]1[CH2:16][CH2:15][C:10](=[O:11])[CH:9]1[CH2:8][CH2:7][CH2:6][CH2:5][CH2:4][CH2:3][CH2:2][OH:1]. Procedure: A mixture of crude 6-(7-hydroxyheptyl)-7-(3-hydroxy-4-methyloct-1-enyl)-1,4-dioxaspiro[4,4]nonane (0.5 g.) and hydrochloric acid (50 ml; 2N) was stirred at 60° C. for 2 hours, cooled to ambient temperature and then extracted with diethyl ether. The ether extract was washed with water and dried over magnesium sulphate. Removal of the solvent under reduced pressure gave a crude product (0.4 g.) which was purified by preparative thin layer chromatography on silica gel, using a mixture of diethyl et... Starting materials: C1OC=2C=C(C=CC2O1)C1=NC(NC2=CC3=C(C=C12)OCO3)=O (4-(3,4-Methylenedioxyphenyl)-6,7-methylenedioxyquinazolin-2(1H)-one), P(=O)(Cl)(Cl)Cl (phosphorous oxychloride), [OH-].[Na+] (NaOH). Reagents/catalysts: CN(C)C=O (DMF). The product is ClC1=NC2=CC3=C(C=C2C(=N1)C1=CC2=C(C=C1)OCO2)OCO3 (2-Chloro-4-(3,4-methylenedioxyphenyl)-6,7-methylendioxyquinazoline). Isolated yield 111.1%. Reaction SMILES: [CH2:1]1[O:9][C:8]2[CH:7]=[CH:6][C:5]([C:10]3[C:19]4[C:14](=[CH:15][C:16]5[O:22][CH2:21][O:20][C:17]=5[CH:18]=4)[NH:13][C:12](=O)[N:11]=3)=[CH:4][C:3]=2[O:2]1.P(Cl)(Cl)([Cl:26])=O.[OH-].[Na+]>CN(C=O)C>[Cl:26][C:12]1[N:11]=[C:10]([C:5]2[CH:6]=[CH:7][C:8]3[O:9][CH2:1][O:2][C:3]=3[CH:4]=2)[C:19]2[C:14](=[CH:15][C:16]3[O:22][CH2:21][O:20][C:17]=3[CH:18]=2)[N:13]=1 |f:2.3|. Reported procedure: 4-(3,4-Methylenedioxyphenyl)-6,7-methylenedioxyquinazolin-2(1H)-one (1 g, 3.23 mmol) was treated with DMF (one drop) and phosphorous oxychloride (7 mL, 75 mmol) and the suspension was heated to reflux for 4 h. Upon cooling to rt, the reaction mixture was poured into ice and the pH was adjusted to ˜8 with 3N NaOH solution. The precipitate w,as vacuum filtered and dried to give the title compound as a brown granular solid (1.18 g). 1H NMR (DMSO-d6) 6.16 (s, 2H), 6.32 (s, 2H), 6.85-7.41 (m, 5H). The reactants are ClC1=CC2=C(C(C3=C(CC2)C=CC=C3)=CC(=O)O)C=C1 (2-Chloro-10,11-dihydro-5H-dibenzo[a,d]cyclohepten-5-ylideneacetic Acid). Reagents/catalysts: [Na].[Hg] (sodium amalgam). Run in C(C)O (ethanol). Conditions: time 3 hour. Yields the product ClC1=CC2=C(C(C3=C(CC2)C=CC=C3)CC(=O)O)C=C1 (2-Chloro-10,11-dihydro-5H-dibenzo[a,d]cyclohepten-5-ylacetic Acid). Reaction SMILES: [Cl:1][C:2]1[CH:20]=[CH:19][C:5]2[C:6](=[CH:15][C:16]([OH:18])=[O:17])[C:7]3[CH:14]=[CH:13][CH:12]=[CH:11][C:8]=3[CH2:9][CH2:10][C:4]=2[CH:3]=1>C(O)C.[Na].[Hg]>[Cl:1][C:2]1[CH:20]=[CH:19][C:5]2[CH:6]([CH2:15][C:16]([OH:18])=[O:17])[C:7]3[CH:14]=[CH:13][CH:12]=[CH:11][C:8]=3[CH2:9][CH2:10][C:4]=2[CH:3]=1 |f:2.3,^1:23|. Procedure: A solution of 2-chloro-10,11-dihydro-5H-dibenzo[a,d]-cyclohepten-5-ylideneacetic acid (23.5 g, described in Example 1) in ethanol (100 ml, hot) is added to 5% sodium amalgam (100 g). The mixture is stirred at 60°-70° C. for 3 hr and decanted. The solution is evaporated of half its original volume, acidified with conc. hydrochloric acid and extracted with chloroform. The organic extract is dried and evaporated. The residue is crystallized from diethyl ether-hexane to give the title compound as cr... Reactants: C(C)(=O)[O-].[NH4+] (ammonium Acetate), C([O-])([O-])=O.[Cs+].[Cs+] (cesium carbonate), FC1=CC=C(C=C1)[N+](=O)[O-] (p-fluoronitrobenzene), IC1=NNC2=NC=NC(=C21)N (3-iodo-1H-pyrazolo[3,4-d]pyrimidin-4-amine). Procedure details: A suspension of 3-iodo-1H-pyrazolo[3,4-d]pyrimidin-4-amine (2.00 g, 7.66 mmol) in dimethylformamide (40 mL) was treated with cesium carbonate (3.74 g, 11.49 mmol) and p-fluoronitrobenzene (1.08 g, 7.66 mmol). The reaction mixture stirred at 80° C. for 5 h under a nitrogen atmosphere. The reaction mixture was added to ice. The precipitate was filtered and washed with water. The product, 4-amino-1-[4-nitrophenyl]-3-iodo-1H-pyrazolo[3,4-d]pyrimidine, was dried on the lyophilizer overnight to give 2... As a reaction SMILES: [I:1][C:2]1[C:10]2[C:5](=[N:6][CH:7]=[N:8][C:9]=2[NH2:11])[NH:4][N:3]=1.C(=O)([O-])[O-].[Cs+].[Cs+].F[C:19]1[CH:24]=[CH:23][C:22]([N+:25]([O-:27])=[O:26])=[CH:21][CH:20]=1.C([O-])(=O)C.[NH4+]>CN(C)C=O.O.C(#N)C>[NH2:11][C:9]1[N:8]=[CH:7][N:6]=[C:5]2[N:4]([C:19]3[CH:24]=[CH:23][C:22]([N+:25]([O-:27])=[O:26])=[CH:21][CH:20]=3)[N:3]=[C:2]([I:1])[C:10]=12 |f:1.2.3,5.6|. Reaction conditions: temperature 80 celsius, time 5 hour. Yields the product NC1=C2C(=NC=N1)N(N=C2I)C2=CC=C(C=C2)[N+](=O)[O-] (4-Amino-1-[4-nitrophenyl]-3-iodo-1H-pyrazolo[3,4-d]pyrimidine). Solvent: O (Water), C(C)#N (Acetonitrile), CN(C=O)C (dimethylformamide).